describe an organic reaction: reactants, conditions, products, and yield From a dataset of the Open Reaction Database (ORD), a public repository of structured organic reaction records. Starting materials: CC(C)(C)N, CCO, O=C(NCCC1C2CCC1CC2)c1cnc(OCC2CO2)s1. Yields the product CC(C)(C)NCC(O)COc1ncc(C(=O)NCCC2C3CCC2CC3)s1. RXN SMILES: [C:23]([CH3:24])([CH3:25])([CH3:26])[NH2:27].[CH3:28][CH2:29][OH:30].[O:1]1[CH2:2][CH:3]1[CH2:4][O:5][c:6]1[s:7][c:8]([C:11](=[O:12])[NH:13][CH2:14][CH2:15][CH:16]2[CH:17]3[CH2:18][CH2:19][CH:20]2[CH2:21][CH2:22]3)[cH:9][n:10]1>>[OH:1][CH:3]([CH2:2][NH:27][C:23]([CH3:24])([CH3:25])[CH3:26])[CH2:4][O:5][c:6]1[s:7][c:8]([C:11](=[O:12])[NH:13][CH2:14][CH2:15][CH:16]2[CH:17]3[CH2:18][CH2:19][CH:20]2[CH2:21][CH2:22]3)[cH:9][n:10]1. The reactants are CCOC(C)=Nc1ccccc1C#N, ClC(Cl)Cl, CCOC(=O)C1=C(COCCNC)NC(C)=C(C(=O)OC)C1c1ccccc1Cl, Cc1ccc(S(=O)(=O)O)cc1. The product is CCOC(=O)C1=C(COCCN(C)C(C)=Nc2ccccc2C#N)NC(C)=C(C(=O)OC)C1c1ccccc1Cl. Reaction SMILES: [C:30](#[N:31])[c:32]1[c:33]([N:38]=[C:39]([CH3:40])[O:41][CH2:42][CH3:43])[cH:34][cH:35][cH:36][cH:37]1.[CH:55]([Cl:56])([Cl:57])[Cl:58].[Cl:1][c:2]1[c:3]([CH:8]2[C:9]([C:25](=[O:26])[O:27][CH2:28][CH3:29])=[C:10]([CH2:19][O:20][CH2:21][CH2:22][NH:23][CH3:24])[NH:11][C:12]([CH3:18])=[C:13]2[C:14](=[O:15])[O:16][CH3:17])[cH:4][cH:5][cH:6][cH:7]1.[c:44]1([CH3:45])[cH:46][cH:47][c:48]([S:49]([OH:50])(=[O:51])=[O:52])[cH:53][cH:54]1>>[Cl:1][c:2]1[c:3]([CH:8]2[C:9]([C:25](=[O:26])[O:27][CH2:28][CH3:29])=[C:10]([CH2:19][O:20][CH2:21][CH2:22][N:23]([CH3:24])[C:39](=[N:38][c:33]3[c:32]([C:30]#[N:31])[cH:37][cH:36][cH:35][cH:34]3)[CH3:40])[NH:11][C:12]([CH3:18])=[C:13]2[C:14](=[O:15])[O:16][CH3:17])[cH:4][cH:5][cH:6][cH:7]1. Starting materials: [N+](=O)([O-])C=1C(=NC=CC1)NC1=CC=NC=C1 (3-nitro-2-(4-pyridylamino)pyridine). The reagents and catalysts are [Pd] (palladium on carbon). Solvent: CO (methanol). Product: NC=1C(=NC=CC1)NC1=CC=NC=C1 (3-amino-2-(4-pyridylamino)pyridine). As a reaction SMILES: [N+:1]([C:4]1[C:5]([NH:10][C:11]2[CH:16]=[CH:15][N:14]=[CH:13][CH:12]=2)=[N:6][CH:7]=[CH:8][CH:9]=1)([O-])=O>[Pd].CO>[NH2:1][C:4]1[C:5]([NH:10][C:11]2[CH:16]=[CH:15][N:14]=[CH:13][CH:12]=2)=[N:6][CH:7]=[CH:8][CH:9]=1. Procedure: The nitro compound from Step A (1.0 g.) was hydrogenated in 60 ml. of methanol over 0.2 g. of 5% palladium on carbon catalyst. The catalyst was removed by filtration and the filtrate was evaporated to dryness. Starting materials: C([O-])([O-])=O.[Na+].[Na+] (sodium carbonate), O1COC2=C1C=CC(=C2)CCSCC(C)=O ([{2-(1,3-benzodioxol-5-yl)ethyl}thio]-propan-2-one), ice water, ClC1=CC(=CC=C1)C(=O)OO (m-chloroperbenzoic acid). Reaction conditions: time 40 minute. Procedure: 4 g of [{2-(1,3-benzodioxol-5-yl)ethyl}thio]-propan-2-one was dissolved in 70 ml of chloroform. 3.2 g of 90% m-chloroperbenzoic acid was added to the solution under cooling with ice/water. The mixture was stirred for 40 min. 150 ml of chloroform and an aqueous sodium carbonate solution were added to the reaction mixture. After separation of the layers thus formed, the chloroform layer was washed with water three times and dried over anhydrous sodium sulfate. The solvent was distilled off and the... Product: O1COC2=C1C=CC(=C2)CCS(=O)CC(C)=O ([{2-(1,3-Benzodioxol-5-yl)ethyl}sulfinyl]propan-2-one). The yield is 82.0%. RXN SMILES: [O:1]1[C:5]2[CH:6]=[CH:7][C:8]([CH2:10][CH2:11][S:12][CH2:13][C:14](=[O:16])[CH3:15])=[CH:9][C:4]=2[O:3][CH2:2]1.ClC1C=CC=C(C(OO)=[O:25])C=1.C(=O)([O-])[O-].[Na+].[Na+]>C(Cl)(Cl)Cl>[O:1]1[C:5]2[CH:6]=[CH:7][C:8]([CH2:10][CH2:11][S:12]([CH2:13][C:14](=[O:16])[CH3:15])=[O:25])=[CH:9][C:4]=2[O:3][CH2:2]1 |f:2.3.4|. Run in C(Cl)(Cl)Cl (chloroform), C(Cl)(Cl)Cl (chloroform). The reactants are CC(CCCCCCCCC)NC(C=C(C)C1=CC(=CC=C1)N)=O (N-(1-methyldecyl)-3-(3-aminophenyl)-2-butenamide), C1(\C=C/C(=O)O1)=O (maleic anhydride). The solvent is C1(=CC=CC=C1)C (toluene). The product is CC(CCCCCCCCC)NC(C=C(C)C1=CC(=CC=C1)NC(\C=C/C(=O)O)=O)=O (N-(1-Methyldecyl)-3-(3-[cis-3-carboxypropenamido]phenyl)-2-butenamide). As a reaction SMILES: [CH3:1][CH:2]([NH:12][C:13](=[O:24])[CH:14]=[C:15]([C:17]1[CH:22]=[CH:21][CH:20]=[C:19]([NH2:23])[CH:18]=1)[CH3:16])[CH2:3][CH2:4][CH2:5][CH2:6][CH2:7][CH2:8][CH2:9][CH2:10][CH3:11].[C:25]1(=[O:31])[O:30][C:28](=[O:29])[CH:27]=[CH:26]1>C1(C)C=CC=CC=1>[CH3:1][CH:2]([NH:12][C:13](=[O:24])[CH:14]=[C:15]([C:17]1[CH:22]=[CH:21][CH:20]=[C:19]([NH:23][C:25](=[O:31])/[CH:26]=[CH:27]\[C:28]([OH:30])=[O:29])[CH:18]=1)[CH3:16])[CH2:3][CH2:4][CH2:5][CH2:6][CH2:7][CH2:8][CH2:9][CH2:10][CH3:11]. Reported procedure: A stirred solution of 1.0 g. of the N-(1-methyldecyl)-3-(3-aminophenyl)-2-butenamide from Preparation 27 in 25 ml. of toluene was heated on a steam bath, and then 0.32 g. of maleic anhydride was added in one portion. After a few minutes the reaction mixture was cooled and the toluene was removed by evaporation in vacuo. The residue was recrystallized from acetonitrile to give 0.70 g. of the title compound as a white solid, m.p. 76°-78° C. (dec.). The IR spectrum (KBr disc) showed absorptions at ...